This data is from the Open Reaction Database (ORD), a public repository of structured organic reaction records. The task is: describe an organic reaction: reactants, conditions, products, and yield Reactants: C[Si](C)(C)C=[N+]=[N-], CO, O=C(O)c1ccc([N+](=O)[O-])c(F)c1. Product: COC(=O)c1ccc([N+](=O)[O-])c(F)c1. RXN SMILES: [CH3:1][Si:2]([CH:3]=[N+:4]=[N-:5])([CH3:6])[CH3:7].[CH3:21][OH:22].[F:8][c:9]1[cH:10][c:11]([C:12](=[O:13])[OH:14])[cH:15][cH:16][c:17]1[N+:18](=[O:19])[O-:20]>>[CH3:1][O:14][C:12]([c:11]1[cH:10][c:9]([F:8])[c:17]([N+:18](=[O:19])[O-:20])[cH:16][cH:15]1)=[O:13]. The reactants are ONC(=N)N (N-hydroxyguanidine), [Na] (sodium), C(=O)(O)C1=CC=C(C=C1)C(C)N (1-(4-carboxyphenyl)ethylamine). The solvent is C(C)O (ethanol). Run at time 1 hour. Product: NC1=NOC(=N1)C1=CC=C(C=C1)C(C)N (1-[4-(3-amino-1,2,4-oxadiazol-5-yl)phenyl]ethylamine). As a reaction SMILES: [Na].[OH:2][NH:3][C:4]([NH2:6])=[NH:5].[C:7]([C:10]1[CH:15]=[CH:14][C:13]([CH:16]([NH2:18])[CH3:17])=[CH:12][CH:11]=1)(O)=O>C(O)C>[NH2:5][C:4]1[N:6]=[C:7]([C:10]2[CH:15]=[CH:14][C:13]([CH:16]([NH2:18])[CH3:17])=[CH:12][CH:11]=2)[O:2][N:3]=1 |^1:0|. Procedure details: 0.8 g of sodium is dissolved in 60 ml of absolute ethanol, and 12 g of molecular sieve (4 Å) and 2.63 g of N-hydroxyguanidine are added. The batch is stirred for 1 hour at room temperature and then 1.14 g of 1-(4-carboxyphenyl)ethylamine are added. The resulting turbid yellowish solution is heated under reflux for 2 hours after which time it can be established by thin layer chromatography that the reaction is complete. The batch is filtered and the solvent is removed under reduced pressure. The ... Starting materials: C(C)(C)(C)C1=CN=C(O1)CCl (5-(t-Butyl)-2-oxazolylmethyl Chloride), NC(=S)N (thiourea). The solvent is C(C)O (ethanol). The product is crude material, Cl.C(C)(C)(C)C1=CN=C(O1)CSC(=[NH2+])N (5-(t-Butyl)-2-oxazolylmethyl Thiouronium Hydrochloride). The yield is 92.7%. As a reaction SMILES: [C:1]([C:5]1[O:9][C:8]([CH2:10][Cl:11])=[N:7][CH:6]=1)([CH3:4])([CH3:3])[CH3:2].[NH2:12][C:13]([NH2:15])=[S:14]>C(O)C>[ClH:11].[C:1]([C:5]1[O:9][C:8]([CH2:10][S:14][C:13]([NH2:15])=[NH2+:12])=[N:7][CH:6]=1)([CH3:4])([CH3:3])[CH3:2] |f:3.4|. Procedure: The title compound of Example 6 (1.77 g, 10.2 mmol, 1.02 eq) was combined with thiourea (0.76 g, 9.98 mmol, 1 eq) under N2 in 10 mL of absolute ethanol. The reaction was heated at reflux for 1.5 hours. The mixture was cooled to room temperature and concentrated in vacuo. Trituration of the resulting crude material with t-butyl methyl ether provided 2.32 g (93%) of the title compound. HPLC R.T.=2.05 min (Phenomenex Inc., 5 μm C18 column 4.6×50 mm, 10-90% aqueous methanol over 4 minutes containing... Yields the product di-TFA, C(C)(C)(C)OC(=O)N1CCC(CC1)N1CCN(CC1)C(NC1=CC(=C(C=C1)C1=CC=C(C=C1)C=1N=C(NC1)[C@H]1N(C[C@H](C1)OC)C([C@H](C(C)C)NC(=O)OC)=O)OC(F)(F)F)=O (4-[4-(4′-{2-[(2S,4S)-4-Methoxy-1-((S)-2-methoxycarbonylamino-3-methyl-butyryl)-pyrrolidin-2-yl]-1H-imidazol-4-yl}-2-trifluoromethoxy-biphenyl-4-ylcarbamoyl)-piperazin-1-yl]-piperidine-1-carboxylic acid tert-butyl ester). RXN SMILES: [CH3:1][O:2][C:3](=[O:38])[NH:4][C@H:5]([C:9]([N:11]1[CH2:15][C@@H:14]([O:16][CH3:17])[CH2:13][C@H:12]1[C:18]1[NH:19][CH:20]=[C:21]([C:23]2[CH:28]=[CH:27][C:26](B3OC(C)(C)C(C)(C)O3)=[CH:25][CH:24]=2)[N:22]=1)=[O:10])[CH:6]([CH3:8])[CH3:7].[C:39]([O:43][C:44]([N:46]1[CH2:51][CH2:50][CH:49]([N:52]2[CH2:57][CH2:56][N:55]([C:58](=[O:72])[NH:59][C:60]3[CH:65]=[CH:64][C:63](Br)=[C:62]([O:67][C:68]([F:71])([F:70])[F:69])[CH:61]=3)[CH2:54][CH2:53]2)[CH2:48][CH2:47]1)=[O:45])([CH3:42])([CH3:41])[CH3:40].C(=O)(O)[O-].[Na+].C1(P(C2CCCCC2)C2C=CC=CC=2C2C(C(C)C)=CC(C(C)C)=CC=2C(C)C)CCCCC1>O1CCOCC1.O.C1C=CC(/C=C/C(/C=C/C2C=CC=CC=2)=O)=CC=1.C1C=CC(/C=C/C(/C=C/C2C=CC=CC=2)=O)=CC=1.C1C=CC(/C=C/C(/C=C/C2C=CC=CC=2)=O)=CC=1.[Pd].[Pd].C(#N)C>[C:39]([O:43][C:44]([N:46]1[CH2:47][CH2:48][CH:49]([N:52]2[CH2:57][CH2:56][N:55]([C:58](=[O:72])[NH:59][C:60]3[CH:65]=[CH:64][C:63]([C:26]4[CH:25]=[CH:24][C:23]([C:21]5[N:22]=[C:18]([C@@H:12]6[CH2:13][C@H:14]([O:16][CH3:17])[CH2:15][N:11]6[C:9](=[O:10])[C@@H:5]([NH:4][C:3]([O:2][CH3:1])=[O:38])[CH:6]([CH3:7])[CH3:8])[NH:19][CH:20]=5)=[CH:28][CH:27]=4)=[C:62]([O:67][C:68]([F:70])([F:71])[F:69])[CH:61]=3)[CH2:54][CH2:53]2)[CH2:50][CH2:51]1)=[O:45])([CH3:42])([CH3:40])[CH3:41] |f:2.3,7.8.9.10.11|. Isolated yield 68.5%. Reported procedure: A solution of [(S)-1-((2S,4S)-4-methoxy-2-{4-[4-(4,4,5,5-tetramethyl-1,3,2-dioxaborolan-2-yl)-phenyl]-1H-imidazol-2-yl}-pyrrolidine-1-carbonyl)-2-methyl-propyl]-carbamic acid methyl ester (35.5 mg, 0.067 mmol; Preparation 26), 4-[4-(4-bromo-3-trifluoromethoxy-phenylcarbamoyl)-piperazin-1-yl]-piperidine-1-carboxylic acid tert-butyl ester (37.1 mg, 0.067 mmol) and sodium bicarbonate (29.4 mg, 0.35 mmol) in 1,4-dioxane (2.8 mL) and water (129 μL) was degassed with nitrogen for 20 min. Pd2(dba)3 (12... The solvent is C(C)#N (ACN), O1CCOCC1 (1,4-dioxane), O (water). Starting materials: COC(N[C@@H](C(C)C)C(=O)N1[C@@H](C[C@@H](C1)OC)C=1NC=C(N1)C1=CC=C(C=C1)B1OC(C(O1)(C)C)(C)C)=O ([(S)-1-((2S,4S)-4-methoxy-2-{4-[4-(4,4,5,5-tetramethyl-1,3,2-dioxaborolan-2-yl)-phenyl]-1H-imidazol-2-yl}-pyrrolidine-1-carbonyl)-2-methyl-propyl]-carbamic acid methyl ester), C(C)(C)(C)OC(=O)N1CCC(CC1)N1CCN(CC1)C(NC1=CC(=C(C=C1)Br)OC(F)(F)F)=O (4-[4-(4-bromo-3-trifluoromethoxy-phenylcarbamoyl)-piperazin-1-yl]-piperidine-1-carboxylic acid tert-butyl ester), C([O-])(O)=O.[Na+] (sodium bicarbonate), C1(CCCCC1)P(C1=C(C=CC=C1)C1=C(C=C(C=C1C(C)C)C(C)C)C(C)C)C1CCCCC1 (2-dicyclohexylphosphino-2′,4′,6′-triisopropylbiphenyl). Reaction conditions: temperature 90 celsius, time 8 hour. Reagents/catalysts: C=1C=CC(=CC1)/C=C/C(=O)/C=C/C2=CC=CC=C2.C=1C=CC(=CC1)/C=C/C(=O)/C=C/C2=CC=CC=C2.C=1C=CC(=CC1)/C=C/C(=O)/C=C/C2=CC=CC=C2.[Pd].[Pd] (Pd2(dba)3).